From a dataset of the Open Reaction Database (ORD), a public repository of structured organic reaction records. describe an organic reaction: reactants, conditions, products, and yield Starting materials: O=C1CN(c2cc3cc(Br)ccc3cc2O)S(=O)(=O)N1, O=C(Cl)c1ccccc1, CC(C)(C)[O-], CO, Cl, [K+], [Na+], O=C([O-])O, CN(C)C=O. The product is O=C1CN(c2cc3cc(Br)ccc3cc2OC(=O)c2ccccc2)S(=O)(=O)N1. RXN SMILES: [Br:1][c:2]1[cH:3][cH:4][c:5]2[cH:6][c:7]([OH:20])[c:8]([N:12]3[CH2:13][C:14](=[O:19])[NH:15][S:16]3(=[O:17])=[O:18])[cH:9][c:10]2[cH:11]1.[C:27]([c:28]1[cH:29][cH:30][cH:31][cH:32][cH:33]1)(=[O:34])[Cl:35].[CH3:21][C:22]([CH3:23])([O-:24])[CH3:25].[CH3:42][OH:43].[ClH:41].[K+:26].[Na+:40].[O-:36][C:37]([OH:38])=[O:39].[O:44]=[CH:45][N:46]([CH3:47])[CH3:48]>>[Br:1][c:2]1[cH:3][cH:4][c:5]2[cH:6][c:7]([O:20][C:27]([c:28]3[cH:29][cH:30][cH:31][cH:32][cH:33]3)=[O:34])[c:8]([N:12]3[CH2:13][C:14](=[O:19])[NH:15][S:16]3(=[O:17])=[O:18])[cH:9][c:10]2[cH:11]1.